This data is from the Open Reaction Database (ORD), a public repository of structured organic reaction records. The task is: describe an organic reaction: reactants, conditions, products, and yield Starting materials: COC=1C=CC2=C(CCN(C(N2)=O)C2CCNCC2)C1 (7-methoxy-3-piperidin-4-yl-1,3,4,5-tetrahydro-1,3-benzodiazepin-2-one), ClC1=CC(=NC=N1)C(=O)C1=CC2=C(NC(O2)=O)C(=C1)C (6-(6-chloropyrimidine-4-carbonyl)-4-methyl-3H-benzoxazol-2-one), CCN(C(C)C)C(C)C (DIPEA). The solvent is CN(C)C=O (DMF). Product: COC=1C=CC2=C(CCN(C(N2)=O)C2CCN(CC2)C2=NC=NC(=C2)C(=O)C2=CC3=C(NC(O3)=O)C(=C2)C)C1 (7-methoxy-3-{1-[6-(4-methyl-2-oxo-2,3-dihydrobenzoxazole-6-carbonyl)-pyrimidin-4-yl]-piperidin-4-yl}-1,3,4,5-tetrahydro-1,3-benzodiazepin-2-one). Reaction SMILES: [CH3:1][O:2][C:3]1[CH:4]=[CH:5][C:6]2[NH:12][C:11](=[O:13])[N:10]([CH:14]3[CH2:19][CH2:18][NH:17][CH2:16][CH2:15]3)[CH2:9][CH2:8][C:7]=2[CH:20]=1.Cl[C:22]1[N:27]=[CH:26][N:25]=[C:24]([C:28]([C:30]2[CH:39]=[C:38]([CH3:40])[C:33]3[NH:34][C:35](=[O:37])[O:36][C:32]=3[CH:31]=2)=[O:29])[CH:23]=1.CCN(C(C)C)C(C)C>CN(C=O)C>[CH3:1][O:2][C:3]1[CH:4]=[CH:5][C:6]2[NH:12][C:11](=[O:13])[N:10]([CH:14]3[CH2:19][CH2:18][N:17]([C:22]4[CH:23]=[C:24]([C:28]([C:30]5[CH:39]=[C:38]([CH3:40])[C:33]6[NH:34][C:35](=[O:37])[O:36][C:32]=6[CH:31]=5)=[O:29])[N:25]=[CH:26][N:27]=4)[CH2:16][CH2:15]3)[CH2:9][CH2:8][C:7]=2[CH:20]=1. Procedure details: 275 mg (1.00 mmol) 7-methoxy-3-piperidin-4-yl-1,3,4,5-tetrahydro-1,3-benzodiazepin-2-one, 289 mg (1.00 mmol) 6-(6-chloropyrimidine-4-carbonyl)-4-methyl-3H-benzoxazol-2-one and 0.348 mL (2.00 mmol) DIPEA were stirred overnight in 10 mL DMF at RT. The mixture was purified by preparative HPLC-MS. The fractions containing the product were combined, the organic solvent was eliminated i. vac. and the aqueous phase remaining was neutralised with 4N aqueous NaOH solution. The precipitate was suction fil... Reported procedure: A suspension of N-cyclopropyl-4-methyl-3-nitrobenzamide (22.9 g) and 10% palladium on carbon (2 g) in ethanol (500 ml) was agitated under a hydrogen atmosphere for 16 hours. The reaction mixture was filtered through diatomaceous earth (Celite®) and the filtrate evaporated to dryness to give 3-amino-N-cyclopropyl-4-methylbenzamide as a colourless solid (17.1 g); NMR Spectrum: (DMSOd6) 0.53 (m, 2H), 0.65 (m, 2H), 2.07 (s, 3H), 2.80 (m, 1H), 6.92 (m, 2H), 7.06 (d, 1H), 8.09 (d, 1H); Mass Spectrum: ... Run at time 16 hour. The reactants are C1(CC1)NC(C1=CC(=C(C=C1)C)[N+](=O)[O-])=O (N-cyclopropyl-4-methyl-3-nitrobenzamide). Solvent: C(C)O (ethanol). The reagents and catalysts are [Pd] (palladium on carbon). RXN SMILES: [CH:1]1([NH:4][C:5](=[O:16])[C:6]2[CH:11]=[CH:10][C:9]([CH3:12])=[C:8]([N+:13]([O-])=O)[CH:7]=2)[CH2:3][CH2:2]1>[Pd].C(O)C>[NH2:13][C:8]1[CH:7]=[C:6]([CH:11]=[CH:10][C:9]=1[CH3:12])[C:5]([NH:4][CH:1]1[CH2:2][CH2:3]1)=[O:16]. Yield: 86.4%. Product: NC=1C=C(C(=O)NC2CC2)C=CC1C (3-amino-N-cyclopropyl-4-methylbenzamide). Reactants: Cc1c(Br)cc2c(c1C)OC(=O)C2(C)c1ccc(C(C)C)cc1, CCOC(C)=O, CCCCCC. The product is Cc1c(Br)cc(C(C)(CO)c2ccc(C(C)C)cc2)c(O)c1C. RXN SMILES: [Br:1][c:2]1[c:3]([CH3:23])[c:4]([CH3:22])[c:5]2[c:6]([cH:21]1)[C:7]([CH3:11])([c:12]1[cH:13][cH:14][c:15]([CH:18]([CH3:19])[CH3:20])[cH:16][cH:17]1)[C:8](=[O:10])[O:9]2.[C:30]([O:31][CH2:32][CH3:33])(=[O:34])[CH3:35].[CH3:24][CH2:25][CH2:26][CH2:27][CH2:28][CH3:29]>>[Br:1][c:2]1[c:3]([CH3:23])[c:4]([CH3:22])[c:5]([OH:9])[c:6]([C:7]([CH2:8][OH:10])([CH3:11])[c:12]2[cH:13][cH:14][c:15]([CH:18]([CH3:19])[CH3:20])[cH:16][cH:17]2)[cH:21]1. Run at temperature 1 celsius, time 3 hour. Reported procedure: Crude ethyl 3-(4-bromophenyl)-3-oxopropanoate (24.5 g, 0.0884 mol) is dissolved in acetic acid (250 mL) at 23° C. under nitrogen, and water (60 mL) is added. The mixture is cooled to 1° C., and a solution of sodium nitrite (7.63 g, 0.111 mol) in water (60 mL) is added dropwise while maintaining the reaction temperature between 1 to 3° C. The mixture is allowed to stir at 1° C. for 3 hours. Water (100 mL) is added dropwise to the cooled reaction mixture to precipitate the product. The cold (about... The reactants are BrC1=CC=C(C=C1)C(CC(=O)OCC)=O (ethyl 3-(4-bromophenyl)-3-oxopropanoate), N(=O)[O-].[Na+] (sodium nitrite). Reaction SMILES: [Br:1][C:2]1[CH:7]=[CH:6][C:5]([C:8](=[O:15])[CH2:9][C:10]([O:12][CH2:13][CH3:14])=[O:11])=[CH:4][CH:3]=1.[N:16]([O-])=[O:17].[Na+]>C(O)(=O)C.O>[Br:1][C:2]1[CH:3]=[CH:4][C:5]([C:8](=[O:15])[C:9](=[N:16][OH:17])[C:10]([O:12][CH2:13][CH3:14])=[O:11])=[CH:6][CH:7]=1 |f:1.2|. The yield is 69.0%. Run in C(C)(=O)O (acetic acid), O (Water), O (water), O (water). Yields the product BrC1=CC=C(C=C1)C(C(C(=O)OCC)=NO)=O (ethyl 3-(4-bromophenyl)-2-(hydroxyimino)-3-oxopropanoate). The reactants are FC1=C(C(=O)OC)C=C(C=C1)CC=1C2=C(C(NN1)=O)C=CC=N2 (methyl 2-fluoro-5-((5-oxo-5,6-dihydropyrido(3,2-d)pyridazin-8-yl)methyl)benzoate), N (ammonia). Run in CO (methanol). The product is FC1=C(C(=O)N)C=C(C=C1)CC1=NNC(C2=C1N=CC=C2)=O (2-fluoro-5-((5-oxo-5,6-dihydropyrido(2,3-d)pyridazin-8-yl)methyl)benzamide). As a reaction SMILES: [F:1][C:2]1[CH:11]=[CH:10][C:9]([CH2:12][C:13]2[C:14]3[N:23]=[CH:22][CH:21]=[CH:20][C:15]=3[C:16](=[O:19])[NH:17][N:18]=2)=[CH:8][C:3]=1[C:4](OC)=[O:5].[NH3:24]>CO>[F:1][C:2]1[CH:11]=[CH:10][C:9]([CH2:12][C:13]2[C:14]3[N:23]=[CH:22][CH:21]=[CH:20][C:15]=3[C:16](=[O:19])[NH:17][N:18]=2)=[CH:8][C:3]=1[C:4]([NH2:24])=[O:5]. Procedure details: A solution of EXAMPLE 462A (1 g, 3.2 mmol) in 7N ammonia in methanol (5 ml) was heated at 70° C. overnight, and cooled to room temperature. The solid was collected by filtration, washed with methanol and dried to provide the title compound. MS (DCI/NH3) m/z 299 (M+H)+. Reactants: C[C@H](CCC(=O)[O-])[C@H]1CC[C@@H]2[C@@]1([C@H](C[C@H]3[C@]2([C@@H](C[C@H]4[C@@]3(CC[C@H](C4)O)C)O)C)O)C.[Na+] (sodium cholate), fatty acid. Solvent: [Cl-].[Ca+2].[Cl-] (calcium chloride). Yields the product A2, C(CCCCCCCCCCCCCCC)(=O)O (palmitic acid), C(CCCCCCC\C=C/CCCCCCCC)(=O)O (oleic acid), C(CCCCCCCCCCCCCCCCC)(=O)O (stearic acid). The yield is 47.0%. Reaction SMILES: C[C@@H:2]([C@@H:8]1[C@@:12]2(C)[C@@H:13](O)[CH2:14][C@@H:15]3[C@@:20]4(C)[CH2:21]C[C@@H](O)C[C@H:19]4[CH2:18][C@@H:17](O)[C@@:16]3(C)[C@@H:11]2[CH2:10][CH2:9]1)[CH2:3][CH2:4][C:5]([O-:7])=[O:6].[Na+]>[Cl-].[Ca+2].[Cl-]>[C:5]([OH:7])(=[O:6])[CH2:4][CH2:3][CH2:2][CH2:8][CH2:9][CH2:10][CH2:11][CH2:12][CH2:13][CH2:14][CH2:15][CH2:16][CH2:17][CH2:18][CH3:19].[C:5]([OH:7])(=[O:6])[CH2:4][CH2:3][CH2:2][CH2:8][CH2:9][CH2:10][CH2:11]/[CH:12]=[CH:13]\[CH2:14][CH2:15][CH2:16][CH2:17][CH2:18][CH2:19][CH2:20][CH3:21].[C:5]([OH:7])(=[O:6])[CH2:4][CH2:3][CH2:2][CH2:8][CH2:9][CH2:10][CH2:11][CH2:12][CH2:13][CH2:14][CH2:15][CH2:16][CH2:17][CH2:18][CH2:19][CH2:20][CH3:21] |f:0.1,2.3.4|. Reported procedure: To 0.5 mL of a cultured cell fraction of Pyrococcus horikoshii JCM 9974 were added 2 mg of each of these substrates, 40 μl of 100 mM sodium cholate and 100 μL of 20 mM calcium chloride. The resultant reaction solution was reacted at 75° C. overnight. From the reaction solution, a fraction containing the fatty acid produced was extracted with isooctane and then subjected to gas chromatography. As a result, a decomposition product including 47-48% of oleic acid, oleic acid, palmitic acid or linole... The reactants are C(#N)C1=NC=CC=C1 (2-cyanopyridine), NC=1SC(=CC1C(=O)OCC)C (2-amino-5-methyl-3-ethoxycarbonyl-thiophene), O=P(Cl)(Cl)Cl (POCl3). The product is ClC=1C2=C(N=C(N1)C1=NC=CC=C1)SC(=C2)C (4-chloro-2-(pyridin-2-yl)-6-methyl-thieno-[2,3-d]-pyrimidine). Reaction SMILES: [C:1]([C:3]1[CH:8]=[CH:7][CH:6]=[CH:5][N:4]=1)#[N:2].[NH2:9][C:10]1[S:11][C:12]([CH3:20])=[CH:13][C:14]=1[C:15](OCC)=O.O=P(Cl)(Cl)[Cl:23]>>[Cl:23][C:15]1[C:14]2[CH:13]=[C:12]([CH3:20])[S:11][C:10]=2[N:9]=[C:1]([C:3]2[CH:8]=[CH:7][CH:6]=[CH:5][N:4]=2)[N:2]=1. Procedure: With the procedure of Example 477, the reaction of 2-cyanopyridine and 2-amino-5-methyl-3-ethoxycarbonyl-thiophene, and the subsequent reaction with POCl3 yields 4-chloro-2-(pyridin-2-yl)-6-methyl-thieno-[2,3-d]-pyrimidine